This data is from the Open Reaction Database (ORD), a public repository of structured organic reaction records. The task is: describe an organic reaction: reactants, conditions, products, and yield Starting materials: CC(Nc1nc2c(I)c[nH]c(=O)c2c2cc(Br)ccc12)C(C)(C)C, CCOC(C)=O, CC(C)NC(C)C, C#CC1CC1, [Cu]I, c1coc(P(c2ccco2)c2ccco2)c1. Product: CC(Nc1nc2c(C#CC3CC3)c[nH]c(=O)c2c2cc(Br)ccc12)C(C)(C)C. As a reaction SMILES: [Br:1][c:2]1[cH:3][c:4]2[c:5]([c:6]([NH:16][CH:17]([C:18]([CH3:19])([CH3:20])[CH3:21])[CH3:22])[n:7][c:8]3[c:9]([I:15])[cH:10][nH:11][c:12](=[O:14])[c:13]23)[cH:23][cH:24]1.[CH3:55][CH2:56][O:57][C:58](=[O:59])[CH3:60].[CH:41]([NH:42][CH:43]([CH3:44])[CH3:45])([CH3:46])[CH3:47].[CH:48]1([C:51]#[CH:52])[CH2:49][CH2:50]1.[Cu:53][I:54].[o:25]1[cH:26][cH:27][cH:28][c:29]1[P:30]([c:31]1[o:32][cH:33][cH:34][cH:35]1)[c:36]1[o:37][cH:38][cH:39][cH:40]1>>[Br:1][c:2]1[cH:3][c:4]2[c:5]([c:6]([NH:16][CH:17]([C:18]([CH3:19])([CH3:20])[CH3:21])[CH3:22])[n:7][c:8]3[c:9]([C:52]#[C:51][CH:48]4[CH2:49][CH2:50]4)[cH:10][nH:11][c:12](=[O:14])[c:13]23)[cH:23][cH:24]1. Reactants: S1C(=CC=C1)COCC(=O)OC (methyl 2-(2-thienylmethoxy)acetate), NN (hydrazine). The product is S1C(=CC=C1)COCC(=O)NN (2-(2-thienylmethoxy)acetic acid, hydrazide), product. Yield: 90.0%. Reaction SMILES: [S:1]1[CH:5]=[CH:4][CH:3]=[C:2]1[CH2:6][O:7][CH2:8][C:9]([O:11]C)=O.[NH2:13][NH2:14]>>[S:1]1[CH:5]=[CH:4][CH:3]=[C:2]1[CH2:6][O:7][CH2:8][C:9]([NH:13][NH2:14])=[O:11]. Procedure details: 2-(2-thienylmethoxy)acetic acid, hydrazide (20) was prepared from methyl 2-(2-thienylmethoxy)acetate (19) (3.6 mmol), prepared in the manner described above in Example 19, and hydrazine (3.6 mmol) in the manner described above in Example 12 to yield 0.60 g (90%) of product. Starting materials: ClC1=C(OC2=CC(=C(C=C2)[N+](=O)[O-])[N+](=O)[O-])C=CC(=C1)C(F)(F)F (4-(2-chloro-4-trifluoromethylphenoxy)-1,2-dinitrobenzene), SCP(OC)(OC)=O (dimethyl sulfhydrylmethylphosphonate). Product: [N+](=O)([O-])C1=C(C=C(C=C1)OC1=C(C=C(C=C1)C(F)(F)F)Cl)SCP(OC)(OC)=O (dimethyl 2-nitro-5-(2-chloro-4-trifluoromethylphenoxy)phenylthiomethylphosphonate). RXN SMILES: [Cl:1][C:2]1[CH:20]=[C:19]([C:21]([F:24])([F:23])[F:22])[CH:18]=[CH:17][C:3]=1[O:4][C:5]1[CH:10]=[CH:9][C:8]([N+:11]([O-:13])=[O:12])=[C:7]([N+]([O-])=O)[CH:6]=1.[SH:25][CH2:26][P:27](=[O:32])([O:30][CH3:31])[O:28][CH3:29]>>[N+:11]([C:8]1[CH:9]=[CH:10][C:5]([O:4][C:3]2[CH:17]=[CH:18][C:19]([C:21]([F:24])([F:23])[F:22])=[CH:20][C:2]=2[Cl:1])=[CH:6][C:7]=1[S:25][CH2:26][P:27](=[O:32])([O:30][CH3:31])[O:28][CH3:29])([O-:13])=[O:12]. Reported procedure: In like manner, 4-(2-chloro-4-trifluoromethylphenoxy)-1,2-dinitrobenzene and dimethyl sulfhydrylmethylphosphonate is reacted together to yield dimethyl 2-nitro-5-(2-chloro-4-trifluoromethylphenoxy)phenylthiomethylphosphonate. Solvent: O (water). Product: C(=O)NC1=C(C2=C(S1)CCC2)C(=O)OCC (Ethyl 2-formylamino-5,6-dihydro-4H-cyclopenta[b]thiophene-3-carboxylate). Reported procedure: A mixture of compound 2g [Compound of Formula 2 wherein R1=COOEt, R2, R3=(CH2)3] (10.0 g, 0.046 mol), ammonium acetate (3.64 g, 0.060 mol) and formic acid (35.74 mL, 0.946 mol) was stirred at 130-135° C. for 8 h. It was then cooled to room temperature and diluted with water (150 mL), extracted with ethyl acetate (3×100 mL), dried over Na2SO4, concentrated and purified by column chromatography to give pure compound of Formula (3g); 10.66 g; Yield: 97%; 1H NMR (200 MHz, CDCl3+DMSO-d6): δ 0.1.33 (t... As a reaction SMILES: [NH2:1][C:2]1[S:6][C:5]2[CH2:7][CH2:8][CH2:9][C:4]=2[C:3]=1[C:10]([O:12][CH2:13][CH3:14])=[O:11].[C:15]([O-])(=[O:17])C.[NH4+].C(O)=O>O>[CH:15]([NH:1][C:2]1[S:6][C:5]2[CH2:7][CH2:8][CH2:9][C:4]=2[C:3]=1[C:10]([O:12][CH2:13][CH3:14])=[O:11])=[O:17] |f:1.2|. The yield is 97.0%. The reactants are NC1=C(C2=C(S1)CCC2)C(=O)OCC (Ethyl 2-amino-5,6-dihydro-4H-cyclopenta[b]thiophene-3-carboxylate), Formula 2, C(C)(=O)[O-].[NH4+] (ammonium acetate), C(=O)O (formic acid). Product: S1C=NC2=C1C=C(C=C2)N2C(N(CC2)C=2C=NC=CC2C(C)(C)O)=O (1-(benzo[d]thiazol-6-yl)-3-(4-(2-hydroxypropan-2-yl)pyridin-3-yl)imidazolidin-2-one). Reagents/catalysts: [Cu](I)I (copper iodide). The yield is 18.8%. Procedure details: Using the same reaction conditions as described in example 14, 1-benzothiazol-6-yl-imidazolidin-2-one (I-84b: 125 mg, 0.57 mmol) was reacted with 2-(3-bromo-pyridin-4-yl)-propan-2-ol (SM-156a: 122.7 mg, 0.57 mmol), 1,4-dioxane (5 mL), copper iodide (10.85 mg, 0.057 mmol), trans-1,2-diamino cyclohexane (19.57 mg, 0.171 mmol) and potassium phosphate (362.9 mg, 1.71 mmol) to afford the crude product. Purification by preparative HPLC afforded 38 mg of the product (19% yield). Starting materials: S1C=NC2=C1C=C(C=C2)N2C(NCC2)=O (1-benzothiazol-6-yl-imidazolidin-2-one), BrC=1C=NC=CC1C(C)(C)O (2-(3-bromo-pyridin-4-yl)-propan-2-ol), N[C@H]1[C@@H](CCCC1)N (trans-1,2-diamino cyclohexane), P(=O)([O-])([O-])[O-].[K+].[K+].[K+] (potassium phosphate). Reaction SMILES: [S:1]1[C:5]2[CH:6]=[C:7]([N:10]3[CH2:14][CH2:13][NH:12][C:11]3=[O:15])[CH:8]=[CH:9][C:4]=2[N:3]=[CH:2]1.Br[C:17]1[CH:18]=[N:19][CH:20]=[CH:21][C:22]=1[C:23]([OH:26])([CH3:25])[CH3:24].N[C@@H]1CCCC[C@H]1N.P([O-])([O-])([O-])=O.[K+].[K+].[K+]>[Cu](I)I.O1CCOCC1>[S:1]1[C:5]2[CH:6]=[C:7]([N:10]3[CH2:14][CH2:13][N:12]([C:17]4[CH:18]=[N:19][CH:20]=[CH:21][C:22]=4[C:23]([OH:26])([CH3:25])[CH3:24])[C:11]3=[O:15])[CH:8]=[CH:9][C:4]=2[N:3]=[CH:2]1 |f:3.4.5.6|. The solvent is O1CCOCC1 (1,4-dioxane). Yields the product FC=1C=C(C=CC1)C=1OC(=C(N1)COC1CC(CCC1)OCC1=C(C(=O)O)C(=CC=C1)C)C (2-{3-[2-(3-Fluorophenyl)-5-methyloxazol-4-ylmethoxy]cyclohexyloxymethyl}-6-methylbenzoic acid). Starting materials: OC1CC(CCC1)OCC1=C(C(=O)OC)C(=CC=C1)C (methyl 2-(3-hydroxycyclohexyloxymethyl)-6-methylbenzoate), FC=1C=C(C=CC1)C=1OC(=C(N1)CI)C (2-(3-fluorophenyl)-4-iodomethyl-5-methyloxazole). RXN SMILES: [OH:1][CH:2]1[CH2:7][CH2:6][CH2:5][CH:4]([O:8][CH2:9][C:10]2[CH:19]=[CH:18][CH:17]=[C:16]([CH3:20])[C:11]=2[C:12]([O:14]C)=[O:13])[CH2:3]1.[F:21][C:22]1[CH:23]=[C:24]([C:28]2[O:29][C:30]([CH3:35])=[C:31]([CH2:33]I)[N:32]=2)[CH:25]=[CH:26][CH:27]=1>>[F:21][C:22]1[CH:23]=[C:24]([C:28]2[O:29][C:30]([CH3:35])=[C:31]([CH2:33][O:1][CH:2]3[CH2:7][CH2:6][CH2:5][CH:4]([O:8][CH2:9][C:10]4[CH:19]=[CH:18][CH:17]=[C:16]([CH3:20])[C:11]=4[C:12]([OH:14])=[O:13])[CH2:3]3)[N:32]=2)[CH:25]=[CH:26][CH:27]=1. Procedure: Using methyl 2-(3-hydroxycyclohexyloxymethyl)-6-methylbenzoate and 2-(3-fluorophenyl)-4-iodomethyl-5-methyloxazole as starting materials in the procedure of Example XXXI, gave the product 52 of molecular weight 453.52 (C26H28FNO5), MS(ESI): 454.35 (M+H+). The reactants are ClC1C(OC(CC1=O)(C1CCCC1)CCC1=CC(=C(C=C1)OC)Cl)=O (3-chloro-6-[2-(3-chloro-4-methoxyphenyl)ethyl]-6-cyclopentyldihydro-2H-pyran-2,4(3H)-dione), CC1=CC=NC=2N1N=C(N2)S (7-methyl[1,2,4]triazolo[1,5-a]pyrimidine-2-thiol). Product: ClC=1C=C(C=CC1OC)CCC1(CC(=C(C(O1)=O)SC1=NN2C(N=CC=C2C)=N1)O)C1CCCC1 (6-[2-(3-chloro-4-methoxyphenyl)ethyl]-6-cyclopentyl-4-hydroxy-3-[(7-methyl[1,2,4]triazolo[1,5-a]pyrimidin-2-yl)thio]-5,6-dihydro-2H-pyran-2-one). As a reaction SMILES: Cl[CH:2]1[C:7](=[O:8])[CH2:6][C:5]([CH2:14][CH2:15][C:16]2[CH:21]=[CH:20][C:19]([O:22][CH3:23])=[C:18]([Cl:24])[CH:17]=2)([CH:9]2[CH2:13][CH2:12][CH2:11][CH2:10]2)[O:4][C:3]1=[O:25].[CH3:26][C:27]1[N:32]2[N:33]=[C:34]([SH:36])[N:35]=[C:31]2[N:30]=[CH:29][CH:28]=1>>[Cl:24][C:18]1[CH:17]=[C:16]([CH2:15][CH2:14][C:5]2([CH:9]3[CH2:13][CH2:12][CH2:11][CH2:10]3)[O:4][C:3](=[O:25])[C:2]([S:36][C:34]3[N:35]=[C:31]4[N:30]=[CH:29][CH:28]=[C:27]([CH3:26])[N:32]4[N:33]=3)=[C:7]([OH:8])[CH2:6]2)[CH:21]=[CH:20][C:19]=1[O:22][CH3:23]. Procedure details: The title compound was prepared as described in Example C(70), where 3-chloro-6-[2-(3-chloro-4-methoxyphenyl)ethyl]-6-cyclopentyldihydro-2H-pyran-2,4(3H)-dione was used in place of 3-chloro-6-[2-(5-chloro-2,4-dimethoxyphenyl)ethyl]6-cyclopentyldihydro-2H-pyran-2,4(3H)-dione and 7-methyl[1,2,4]triazolo[1,5-a]pyrimidine-2-thiol was used in place of 6-hydroxy-8-mercaptopurine monohydrate. Reactants: C1CCC2=NCCCN2CC1, CCO, COCCOC, CS(=O)c1nc(N)c(C#N)c(-c2ccco2)c1C#N. Product: CCOc1nc(N)c(C#N)c(-c2ccco2)c1C#N. Reaction SMILES: [CH2:23]1[CH2:24][CH2:25][C:26]2=[N:31][CH2:30][CH2:29][CH2:28][N:27]2[CH2:32][CH2:33]1.[CH3:20][CH2:21][OH:22].[CH3:34][O:35][CH2:36][CH2:37][O:38][CH3:39].[NH2:1][c:2]1[n:3][c:4]([S:17]([CH3:18])=[O:19])[c:5]([C:15]#[N:16])[c:6](-[c:10]2[o:11][cH:12][cH:13][cH:14]2)[c:7]1[C:8]#[N:9]>>[NH2:1][c:2]1[n:3][c:4]([O:22][CH2:21][CH3:20])[c:5]([C:15]#[N:16])[c:6](-[c:10]2[o:11][cH:12][cH:13][cH:14]2)[c:7]1[C:8]#[N:9]. The reactants are CCCCOC(=O)c1nc(O)c2cc(SC3CCCCC3)ccc2c1O, Cc1ccccc1, O=P(Cl)(Cl)Cl. Yields the product CCCCOC(=O)c1nc(Cl)c2cc(SC3CCCCC3)ccc2c1O. As a reaction SMILES: [CH2:1]([CH2:2][CH2:3][CH3:4])[O:5][C:6](=[O:7])[c:8]1[n:9][c:10]([OH:26])[c:11]2[cH:12][c:13]([S:19][CH:20]3[CH2:21][CH2:22][CH2:23][CH2:24][CH2:25]3)[cH:14][cH:15][c:16]2[c:17]1[OH:18].[CH3:32][c:33]1[cH:34][cH:35][cH:36][cH:37][cH:38]1.[P:27]([Cl:28])([Cl:29])([Cl:30])=[O:31]>>[CH2:1]([CH2:2][CH2:3][CH3:4])[O:5][C:6](=[O:7])[c:8]1[n:9][c:10]([Cl:29])[c:11]2[cH:12][c:13]([S:19][CH:20]3[CH2:21][CH2:22][CH2:23][CH2:24][CH2:25]3)[cH:14][cH:15][c:16]2[c:17]1[OH:18].